Task: describe an organic reaction: reactants, conditions, products, and yield. Dataset: the Open Reaction Database (ORD), a public repository of structured organic reaction records Yields the product COc1ccccc1C1(O)CCCC2CN(C(=O)Cc3c[nH]c4ccccc34)CC21. RXN SMILES: [CH3:1][O:2][c:3]1[c:4]([C:9]2([OH:18])[CH:10]3[CH2:11][NH:12][CH2:13][CH:14]3[CH2:15][CH2:16][CH2:17]2)[cH:5][cH:6][cH:7][cH:8]1.[CH3:43][N:44]([CH3:45])[CH2:46][CH2:47][CH2:48][N:49]=[C:50]=[N:51][CH2:52][CH3:53].[Cl:54][CH2:55][Cl:56].[ClH:42].[OH:32][n:33]1[c:34]2[cH:35][cH:36][cH:37][cH:38][c:39]2[n:40][n:41]1.[nH:19]1[cH:20][c:21]([CH2:28][C:29](=[O:30])[OH:31])[c:22]2[cH:23][cH:24][cH:25][cH:26][c:27]12>>[CH3:1][O:2][c:3]1[c:4]([C:9]2([OH:18])[CH:10]3[CH2:11][N:12]([C:29]([CH2:28][c:21]4[cH:20][nH:19][c:27]5[c:22]4[cH:23][cH:24][cH:25][cH:26]5)=[O:30])[CH2:13][CH:14]3[CH2:15][CH2:16][CH2:17]2)[cH:5][cH:6][cH:7][cH:8]1. Reactants: COc1ccccc1C1(O)CCCC2CNCC21, CCN=C=NCCCN(C)C, ClCCl, Cl, On1nnc2ccccc21, O=C(O)Cc1c[nH]c2ccccc12. The reactants are OCCCC1C(OCC1)C=1C=NC=CC1 (3-(3-hydroxyprop-1-yl)-2-(3-pyridyl)tetrahydrofuran), C(C(=O)Cl)(=O)Cl (oxalyl chloride), CS(=O)C (dimethylsulfoxide), C(C)(C)N(CC)C(C)C (diisopropylethyl amine). Solvent: ClCCl (dichloromethane), C(Cl)Cl (methylene chloride), ClCCl (dichloromethane). Conditions: temperature -60 celsius. Product: C1(=CC=C(C=C1)CO[C@@H]1[C@H]([C@H](OC1)C=1C=NC=CC1)CCC=O)C1=CC=CC=C1 ((2S,3S,4R)-3-[4-(biphenyl-4-ylmethoxy)-2-(3-pyridyl)tetrahydrofuran-3-yl]propanal). RXN SMILES: [C:1](Cl)(=[O:5])[C:2](Cl)=O.CS(C)=O.[OH:11][CH2:12][CH2:13][CH2:14][CH:15]1[CH2:19][CH2:18][O:17][CH:16]1[C:20]1[CH:21]=[N:22][CH:23]=[CH:24][CH:25]=1.C(N([CH:32]([CH3:34])[CH3:33])CC)(C)C>C(Cl)Cl>[C:14]1([C:33]2[CH:32]=[CH:34][CH:21]=[CH:20][CH:25]=2)[CH:15]=[CH:16][C:2]([CH2:1][O:5][C@H:19]2[CH2:18][O:17][C@H:16]([C:20]3[CH:21]=[N:22][CH:23]=[CH:24][CH:25]=3)[C@@H:15]2[CH2:14][CH2:13][CH:12]=[O:11])=[CH:12][CH:13]=1. Procedure: To a solution of 0.48 g (0.00383 mole) of oxalyl chloride in 7 ml of methylene chloride is added dropwise a solution of 0.54 g (0.0067 mole) of dimethylsulfoxide in 4 ml of dichloromethane with stirring at -60° C. After stirring the mixture for another 10 min at -70° C., a solution of 0.95 g (0.00244 mole) of (2S,3S,4R)-4-(biphenyl)-4-ylmethoxy)-3-(3-hydroxyprop-1-yl)-2-(3-pyridyl)tetrahydrofuran in 8 ml of dichloromethane is added dropwise over a period of 10 min. The mixture is stirred at -70°...